describe an organic reaction: reactants, conditions, products, and yield From a dataset of the Open Reaction Database (ORD), a public repository of structured organic reaction records. Reactants: CCOCC, [K+], [K+], CC(C)(C)OC(=O)N1CCC2CN(S(=O)(=O)c3ccccc3[N+](=O)[O-])C2C1, O=C([O-])[O-], CN(C)C=O, Sc1ccccc1. The product is CC(C)(C)OC(=O)N1CCC2CNC2C1. Reaction SMILES: [CH3:41][CH2:42][O:43][CH2:44][CH3:45].[K+:28].[K+:29].[N+:1]([c:2]1[cH:3][cH:4][cH:5][cH:6][c:7]1[S:8](=[O:9])(=[O:10])[N:13]1[CH2:14][CH:15]2[CH2:16][CH2:17][N:18]([C:21](=[O:22])[O:23][C:24]([CH3:25])([CH3:26])[CH3:27])[CH2:19][CH:20]12)([O-:11])=[O:12].[O-:30][C:31]([O-:32])=[O:33].[O:46]=[CH:47][N:48]([CH3:49])[CH3:50].[SH:34][c:35]1[cH:36][cH:37][cH:38][cH:39][cH:40]1>>[NH:13]1[CH2:14][CH:15]2[CH2:16][CH2:17][N:18]([C:21](=[O:22])[O:23][C:24]([CH3:25])([CH3:26])[CH3:27])[CH2:19][CH:20]12. The reactants are ClC=1C=C(C=CC1Cl)N1C(C(=C(C1=O)C)C)O (N-(3',4'-Dichlorophenyl)-3,4-dimethyl-2-hydroxy-5-oxo-2,5-dihydropyrrole), [F-].[K+] (potassium fluoride), C1COCCOCCOCCOCCOCCO1 (18-crown-6). Solvent: C(C)#N (acetonitrile). Product: ClC=1C=C(C=CC1Cl)N1C(C(=C(C1=O)C)C)F (N-(3',4'-Dichlorophenyl)-3,4-dimethyl-2-fluoro-5-oxo-2,5-dihydropyrrole). RXN SMILES: [Cl:1][C:2]1[CH:3]=[C:4]([N:9]2[C:13](=[O:14])[C:12]([CH3:15])=[C:11]([CH3:16])[CH:10]2O)[CH:5]=[CH:6][C:7]=1[Cl:8].[F-:18].[K+].C1OCCOCCOCCOCCOCCOC1>C(#N)C>[Cl:1][C:2]1[CH:3]=[C:4]([N:9]2[C:13](=[O:14])[C:12]([CH3:15])=[C:11]([CH3:16])[CH:10]2[F:18])[CH:5]=[CH:6][C:7]=1[Cl:8] |f:1.2|. Procedure details: 23.2 g N-(3,4-dichlorophenyl)-3,4-dimethyl-2-hydroxy-5-oxo-2,5-dihydropyrrole (see Example 3) is refluxed together with 11.6 g of potassium fluoride and 0.3 g of 18-crown-6 (cyclic polyethylene ether) in 50 ml of acetonitrile for 14 hours. After cooling, undissolved constituents are filtered off, and the filtrate is concentrated by evaporation. The residue is recrystallised from methanol to yield 8 g (35% of theory) of the above product in the form of colourless crystals, m.p. 102°-103°. The reactants are N1=CC=CC=C1 (pyridine), CC1=CC=C(S1)C(=O)Cl (5-methyl-thiophene-2-carbonyl chloride), NC=1SC2=C(N1)C(=CC=C2Br)OC (2-Amino-7-bromo-4-methoxybenzothiazol). Run in ClCCl (dichloromethane). Reaction conditions: time 18 hour. Yields the product BrC1=CC=C(C=2N=C(SC21)NC(=O)C=2SC(=CC2)C)OC (5-Methyl-thiophene-2-carboxylic acid (7-bromo-4-methoxy-benzothiazol-2-yl)-amide). RXN SMILES: [NH2:1][C:2]1[S:3][C:4]2[C:10]([Br:11])=[CH:9][CH:8]=[C:7]([O:12][CH3:13])[C:5]=2[N:6]=1.N1C=CC=CC=1.[CH3:20][C:21]1[S:25][C:24]([C:26](Cl)=[O:27])=[CH:23][CH:22]=1>ClCCl>[Br:11][C:10]1[C:4]2[S:3][C:2]([NH:1][C:26]([C:24]3[S:25][C:21]([CH3:20])=[CH:22][CH:23]=3)=[O:27])=[N:6][C:5]=2[C:7]([O:12][CH3:13])=[CH:8][CH:9]=1. Procedure details: 2-Amino-7-bromo-4-methoxybenzothiazol (2.33 g, 9 mmol) is dissolved in dichloromethane (100 ml) and at 0° C. treated with pyridine (2.2 ml, 27 mmol) and 5-methyl-thiophene-2-carbonyl chloride (2.2 g, 13.5 mmol). The reaction mixture is allowed to warm to room temperature and after stirring for additional 18 h quenched with water (100 ml). After separation of the phases, the aqueous phases are extracted twice with ethyl acetate. The combined organic layers are then washed with brine, dried and av... The reactants are IC=1C=CC(=C(C(=O)OC)C1)OC (methyl 5-iodo-2-methoxybenzoate), [OH-].[Na+] (sodium hydroxide). The solvent is CO (methanol). Run at temperature 10 celsius, time 5 minute. Yields the product IC=1C=CC(=C(C(=O)O)C1)OC (5-iodo-2-methoxybenzoic acid). The yield is 100.0%. Reaction SMILES: [I:1][C:2]1[CH:3]=[CH:4][C:5]([O:12][CH3:13])=[C:6]([CH:11]=1)[C:7]([O:9]C)=[O:8].[OH-].[Na+]>CO>[I:1][C:2]1[CH:3]=[CH:4][C:5]([O:12][CH3:13])=[C:6]([CH:11]=1)[C:7]([OH:9])=[O:8] |f:1.2|. Reported procedure: A mixture of methyl 5-iodo-2-methoxybenzoate (14 g, 48 mmol), 30% aqueous sodium hydroxide (40 mL) and methanol (200-300 mL) was allowed to stand approximately 2 hours and th&n heated 5 minutes at reflux. The mixture was concentrated and the residue was stirred with water (500 mL). The mixture was treated with 10% hydrochloric acid (200 mL) and then cooled to 10° C. and the solids were collected and dried under vacuum at 90° C. to give 5-iodo-2-methoxybenzoic acid (13.4 g, 48 mmol), m.p. 150°-15... The reactants are CN(C)P(=O)(N(C)C)N(C)C, Nc1ncnc2c1ncn2C1CC(CO)C(O)C1O, [NH4+], [OH-], O, O=S(Cl)Cl. Product: Nc1ncnc2c1ncn2C1CC(CCl)C(O)C1O. As a reaction SMILES: [CH3:27][N:28]([P:29]([N:30]([CH3:31])[CH3:32])([N:33]([CH3:34])[CH3:35])=[O:36])[CH3:37].[NH2:1][c:2]1[c:3]2[n:4][cH:5][n:6]([CH:11]3[CH:12]([OH:19])[CH:13]([OH:18])[CH:14]([CH2:16][OH:17])[CH2:15]3)[c:7]2[n:8][cH:9][n:10]1.[NH4+:25].[OH-:26].[OH2:24].[S:20]([Cl:21])([Cl:22])=[O:23]>>[NH2:1][c:2]1[c:3]2[n:4][cH:5][n:6]([CH:11]3[CH:12]([OH:19])[CH:13]([OH:18])[CH:14]([CH2:16][Cl:22])[CH2:15]3)[c:7]2[n:8][cH:9][n:10]1. Reactants: N(=[N+]=[N-])CC1=CC=CC(=N1)C1(CC2CCC(C1)N2C(C2=C(C=CC=C2)Cl)C2=C(C=CC=C2)Cl)O (3-[6-(Azidomethyl)-2-pyridinyl]-8-[Bis(2-chlorophenyl)methyl]-8-azabicyclo[3.2.1]octan-3-ol), N (NH3). Reagents/catalysts: [Pd].CC(=O)[O-].CC(=O)[O-].[Pb+2] (Lindlar catalyst). The solvent is CCOC(=O)C (EtOAc), CO (CH3OH), CO (CH3OH). Conditions: time 1.5 hour. Yields the product NCC1=CC=CC(=N1)C1(CC2CCC(C1)N2C(C2=C(C=CC=C2)Cl)C2=C(C=CC=C2)Cl)O (3-[6-(Aminomethyl)-2-pyridinyl]-8-[Bis(2-chlorophenyl)methyl]-8-azabicyclo-[3.2.1]octan-3-ol). Reaction SMILES: [N:1]([CH2:4][C:5]1[N:10]=[C:9]([C:11]2([OH:34])[CH2:17][CH:16]3[N:18]([CH:19]([C:27]4[CH:32]=[CH:31][CH:30]=[CH:29][C:28]=4[Cl:33])[C:20]4[CH:25]=[CH:24][CH:23]=[CH:22][C:21]=4[Cl:26])[CH:13]([CH2:14][CH2:15]3)[CH2:12]2)[CH:8]=[CH:7][CH:6]=1)=[N+]=[N-].N>[Pd].CC([O-])=O.CC([O-])=O.[Pb+2].CCOC(C)=O.CO>[NH2:1][CH2:4][C:5]1[N:10]=[C:9]([C:11]2([OH:34])[CH2:17][CH:16]3[N:18]([CH:19]([C:20]4[CH:25]=[CH:24][CH:23]=[CH:22][C:21]=4[Cl:26])[C:27]4[CH:32]=[CH:31][CH:30]=[CH:29][C:28]=4[Cl:33])[CH:13]([CH2:14][CH2:15]3)[CH2:12]2)[CH:8]=[CH:7][CH:6]=1 |f:2.3.4.5|. Reported procedure: Add Lindlar catalyst (44 mg) to a suspension of the product from Step 5 (279 mg) in a mixture of EtOAc and CH3OH in the presence of 7N NH3 in CH3OH (1 ml). Hydrogenate the mixture at 1 atm for 1.5 h, filter through celite, wash with NH3/CH3OH (3.5 N) and concentrate to give the desired compound. RXN SMILES: [Br:3][c:4]1[cH:5][s:6][c:7]2[cH:8][n:9][c:10]([OH:13])[cH:11][c:12]12.[CH3:14][O:15][S:16]([O:17][CH3:18])(=[O:19])=[O:20].[H-:1].[Na+:2].[O:21]=[CH:22][N:23]([CH3:24])[CH3:25]>>[Br:3][c:4]1[cH:5][s:6][c:7]2[cH:8][n:9][c:10]([O:13][CH3:14])[cH:11][c:12]12. The product is COc1cc2c(Br)csc2cn1. Reactants: Oc1cc2c(Br)csc2cn1, COS(=O)(=O)OC, [H-], [Na+], CN(C)C=O. Starting materials: Brc1ccc(Br)nc1, CN(C)C=O, Oc1ccccc1F, [H-], [Na+], O. Product: Fc1ccccc1Oc1ccc(Br)cn1. RXN SMILES: [Br:9][c:10]1[n:11][cH:12][c:13]([Br:16])[cH:14][cH:15]1.[CH3:17][N:18]([CH3:19])[CH:20]=[O:21].[F:1][c:2]1[c:3]([OH:8])[cH:4][cH:5][cH:6][cH:7]1.[H-:22].[Na+:23].[OH2:24]>>[F:1][c:2]1[c:3]([O:8][c:10]2[n:11][cH:12][c:13]([Br:16])[cH:14][cH:15]2)[cH:4][cH:5][cH:6][cH:7]1.